This data is from the Open Reaction Database (ORD), a public repository of structured organic reaction records. The task is: describe an organic reaction: reactants, conditions, products, and yield Reported procedure: Was prepared in analogy to example 28 starting from 7-chloro-1-cyclopropyl-6-fluoro-4-oxo-1,4-dihydro-quinoline-3-carboxylate boron diacetate and (S)—N-[[3-(3-fluoro-4-(4-piperidinylsulfanyl)-phenyl]-2-oxo-5-oxazolidinyl]methyl]-acetamide. The later being obtained from 4-mercapto-piperidine-1-carboxylic acid tert-butyl ester (J. Antibiotics, 1995, 48, 408-16). RXN SMILES: [C:1]([O-:4])(=[O:3])C.C([O-])(=O)C.[B+3].ClC1C=[C:19]2[C:14]([C:15](=O)C(C([O-])=O)=CN2C2CC2)=[CH:13]C=1F.FC1C=C(N2C[C@H](CNC(=O)C)OC2=O)C=CC=1[S:36][CH:37]1[CH2:42][CH2:41][NH:40][CH2:39][CH2:38]1>>[C:14]([O:4][C:1]([N:40]1[CH2:39][CH2:38][CH:37]([SH:36])[CH2:42][CH2:41]1)=[O:3])([CH3:19])([CH3:15])[CH3:13] |f:0.1.2.3|. The product is C(C)(C)(C)OC(=O)N1CCC(CC1)S (4-mercapto-piperidine-1-carboxylic acid tert-butyl ester). The reactants are C(C)(=O)[O-].C(C)(=O)[O-].[B+3].ClC1=C(C=C2C(C(=CN(C2=C1)C1CC1)C(=O)[O-])=O)F (7-chloro-1-cyclopropyl-6-fluoro-4-oxo-1,4-dihydro-quinoline-3-carboxylate boron diacetate), FC=1C=C(C=CC1SC1CCNCC1)N1C(O[C@H](C1)CNC(C)=O)=O ((S)—N-[[3-(3-fluoro-4-(4-piperidinylsulfanyl)-phenyl]-2-oxo-5-oxazolidinyl]methyl]-acetamide). Product: CC(C(=O)OCC=1SC2=NC=C(C=C2N1)[N+](=O)[O-])(C)C ((6-Nitrothiazolo[5,4-b]pyrid-2-yl)methyl 2,2-dimethylpropanoate). Run in S1(=O)(=O)CCCC1 (sulfolane). The reactants are ClC1=NC=C(C=C1[N+](=O)[O-])[N+](=O)[O-] (2-chloro-3,5-dinitropyridine), C(C(C)(C)C)(=O)OCC(=S)N (2-amino-2-thioxoethyl pivalate), C(C)(=O)OCC (ethyl acetate). Reaction SMILES: Cl[C:2]1[C:7]([N+:8]([O-:10])=[O:9])=[CH:6][C:5]([N+:11]([O-])=O)=[CH:4][N:3]=1.[C:14]([O:20][CH2:21][C:22](N)=[S:23])(=[O:19])[C:15]([CH3:18])([CH3:17])[CH3:16].C(OCC)(=O)C>S1(CCCC1)(=O)=O>[CH3:16][C:15]([CH3:18])([CH3:17])[C:14]([O:20][CH2:21][C:22]1[S:23][C:4]2[C:5]([N:11]=1)=[CH:6][C:7]([N+:8]([O-:10])=[O:9])=[CH:2][N:3]=2)=[O:19]. Reaction conditions: temperature 105 celsius. Yield: 16.7%. Procedure details: A mixture of 6 g (29.48 mmol) of 2-chloro-3,5-dinitropyridine and 7.74 g (44.22 mmol) of 2-amino-2-thioxoethyl pivalate in 50 mL of sulfolane is heated for 2 hours at 105° C. After this time, 150 mL of ethyl acetate are added to the mixture, and the organic phase is washed three times with 200 mL of water and then once with 100 mL of saturated sodium chloride solution. The organic phase is then separated out, dried over sodium sulfate and then concentrated under reduced pressure. The product obt... Starting materials: CCC(=O)CC, CCOC(=O)c1cn(C(CO)CO)c2cc(NC3CCCCC3)c(F)cc2c1=O, O, Cc1ccc(S(=O)(=O)O)cc1, c1ccccc1. Yields the product CCOC(=O)c1cn(C2COC(CC)(CC)OC2)c2cc(NC3CCCCC3)c(F)cc2c1=O. As a reaction SMILES: [CH3:1][CH2:2][C:3]([CH2:4][CH3:5])=[O:6].[CH:19]1([NH:25][c:26]2[c:27]([F:47])[cH:28][c:29]3[c:30](=[O:46])[c:31]([C:41](=[O:42])[O:43][CH2:44][CH3:45])[cH:32][n:33]([CH:36]([CH2:37][OH:38])[CH2:39][OH:40])[c:34]3[cH:35]2)[CH2:20][CH2:21][CH2:22][CH2:23][CH2:24]1.[OH2:7].[c:8]1([CH3:9])[cH:10][cH:11][c:12]([S:13]([OH:14])(=[O:15])=[O:16])[cH:17][cH:18]1.[cH:48]1[cH:49][cH:50][cH:51][cH:52][cH:53]1>>[CH3:1][CH2:2][C:3]1([CH2:4][CH3:5])[O:6][CH2:39][CH:36]([n:33]2[cH:32][c:31]([C:41](=[O:42])[O:43][CH2:44][CH3:45])[c:30](=[O:46])[c:29]3[cH:28][c:27]([F:47])[c:26]([NH:25][CH:19]4[CH2:20][CH2:21][CH2:22][CH2:23][CH2:24]4)[cH:35][c:34]32)[CH2:37][O:38]1. Procedure details: A mixture of the compound prepared as described in Example 4 (318 mg), triphenylphosphine (577 mg), and 1,2,4-triazole (152 mg) in dry tetrahydrofuran (4.5 ml) was cooled to about 5° C., and treated with diethyl azodicarboxylate (383 mg) over a ten minute period. After the addition was complete, the reaction was allowed to warm to room temperature. After about 17 hours, the reaction solution was concentrated in vacuo and allowed to stand at room temperature under reduced pressure to give a cryst... Reactants: CC1=C(OC(C[C@H](N)C(=O)O)C(=O)O)C=CC=C1 (4-(2-methylphenoxy)glutamic acid), N(=NC(=O)OCC)C(=O)OCC (diethyl azodicarboxylate), C1(=CC=CC=C1)P(C1=CC=CC=C1)C1=CC=CC=C1 (triphenylphosphine), N1N=CN=C1 (1,2,4-triazole). As a reaction SMILES: CC1C=CC=CC=1O[CH:5]([C:12]([OH:14])=O)[CH2:6][C@@H:7]([C:9]([OH:11])=[O:10])[NH2:8].C1(P(C2C=CC=CC=2)C2C=CC=CC=2)C=CC=CC=1.[NH:38]1[CH:42]=[N:41][CH:40]=[N:39]1.N(C(OCC)=O)=N[C:45](OCC)=O>O1CCCC1.C(Cl)(Cl)Cl>[N:38]1([CH:5]2[CH2:6][CH:7]([C:9]([O:11][CH3:45])=[O:10])[NH:8][C:12]2=[O:14])[CH:42]=[N:41][CH:40]=[N:39]1. The solvent is O1CCCC1 (tetrahydrofuran), C(Cl)(Cl)Cl (chloroform). Yields the product N1(N=CN=C1)C1C(NC(C1)C(=O)OC)=O (Methyl 3-(1,2,4-Triazole-1-yl)-2-pyrolidone-5-carboxylate). Reaction conditions: temperature 5 celsius, time 17 hour. The reactants are [N+](=O)([O-])C1=CC=C(C=C1)O (4-nitro phenol), C([O-])([O-])=O.[K+].[K+] (potassium carbonate), FC(C(CI)(F)F)F (1,1,2,2-tetrafluoro-3-iodo-propane). Solvent: CN(C)C=O (DMF). Conditions: temperature 105 celsius. Product: [N+](=O)([O-])C1=CC=C(C=C1)OCC(C(F)F)(F)F (1-nitro-4-(2,2,3,3-tetrafluoro-propoxy)-benzene). Isolated yield 71.1%. As a reaction SMILES: [N+:1]([C:4]1[CH:9]=[CH:8][C:7]([OH:10])=[CH:6][CH:5]=1)([O-:3])=[O:2].C(=O)([O-])[O-].[K+].[K+].[F:17][CH:18]([F:24])[C:19]([F:23])([F:22])[CH2:20]I>CN(C=O)C>[N+:1]([C:4]1[CH:9]=[CH:8][C:7]([O:10][CH2:20][C:19]([F:23])([F:22])[CH:18]([F:24])[F:17])=[CH:6][CH:5]=1)([O-:3])=[O:2] |f:1.2.3|. Procedure details: To a solution of 4-nitro phenol (860 mg, 6.1 mmol) in DMF (10 ml) was added potassium carbonate (1.4 g, 10 mmol) and 1,1,2,2-tetrafluoro-3-iodo-propane (500 mg, 2 mmol). The reaction mixture was heated at 100-110° C. for 6 hr, then cooled to room temperature and filtered. The filtrate was diluted with ethyl acetate (100 ml), then washed once with 5% sodium hydroxide solution, several times with water, and finally brine. The organic layer was then dried over anhydrous sodium sulfate, filtered, an... Starting materials: CC(C)=O, COc1ccc(CCCOS(C)(=O)=O)cc1, [I-], [Na+]. The product is COc1ccc(CCCI)cc1. Reaction SMILES: [CH3:19][C:20](=[O:21])[CH3:22].[CH3:1][S:2]([O:3][CH2:6][CH2:7][CH2:8][c:9]1[cH:10][cH:11][c:12]([O:15][CH3:16])[cH:13][cH:14]1)(=[O:4])=[O:5].[I-:18].[Na+:17]>>[CH2:6]([CH2:7][CH2:8][c:9]1[cH:10][cH:11][c:12]([O:15][CH3:16])[cH:13][cH:14]1)[I:18].